Dataset: the Open Reaction Database (ORD), a public repository of structured organic reaction records. Task: describe an organic reaction: reactants, conditions, products, and yield Starting materials: BrC(Br)(Br)Br, COc1cc(CCO)c(C2=CC3CCC2N3C(=O)OC(C)(C)C)cn1, ClCCl, c1ccc(P(c2ccccc2)c2ccccc2)cc1. Yields the product COc1cc(CCBr)c(C2=CC3CCC2N3C(=O)OC(C)(C)C)cn1. Reaction SMILES: [Br:26][C:27]([Br:28])([Br:29])[Br:30].[C:1]([CH3:2])([CH3:3])([CH3:4])[O:5][C:6](=[O:7])[N:8]1[CH:9]2[C:10]([c:15]3[c:16]([CH2:23][CH2:24][OH:25])[cH:17][c:18]([O:21][CH3:22])[n:19][cH:20]3)=[CH:11][CH:12]1[CH2:13][CH2:14]2.[Cl:50][CH2:51][Cl:52].[c:31]1([P:32]([c:33]2[cH:34][cH:35][cH:36][cH:37][cH:38]2)[c:39]2[cH:40][cH:41][cH:42][cH:43][cH:44]2)[cH:45][cH:46][cH:47][cH:48][cH:49]1>>[C:1]([CH3:2])([CH3:3])([CH3:4])[O:5][C:6](=[O:7])[N:8]1[CH:9]2[C:10]([c:15]3[c:16]([CH2:23][CH2:24][Br:26])[cH:17][c:18]([O:21][CH3:22])[n:19][cH:20]3)=[CH:11][CH:12]1[CH2:13][CH2:14]2. The reactants are BrC1=CC=C(O[C@H](C=O)CC)C=C1 ((2S)-2-(4-bromophenoxy)-1-butanal), BrC1=CC=C(O[C@H](C=O)CC)C=C1 ((2S)-2-(4-bromophenoxy)-1-butanal), C(CCC)[Li] (n-Butyl-lithium), N1=CC(=CC=C1)C#C (pyridin-3-ylacetylene). Solvent: [Cl-].[Na+].O (brine), O1CCCC1 (tetrahydrofuran), O1CCCC1 (tetrahydrofuran), O1CCCC1 (tetrahydrofuran). Conditions: temperature -70 celsius, time 2 hour. The product is BrC1=CC=C(O[C@H](C(C#CC=2C=NC=CC2)O)CC)C=C1 ((3RS, 4S)-4-(4-Bromophenoxy)-1-pyridin-3-yl-hex-1-yn-3-ol). Reaction SMILES: [Br:1][C:2]1[CH:13]=[CH:12][C:5]([O:6][C@@H:7]([CH2:10][CH3:11])[CH:8]=[O:9])=[CH:4][CH:3]=1.C([Li])CCC.[N:19]1[CH:24]=[CH:23][CH:22]=[C:21]([C:25]#[CH:26])[CH:20]=1>O1CCCC1.[Cl-].[Na+].O>[Br:1][C:2]1[CH:13]=[CH:12][C:5]([O:6][C@@H:7]([CH2:10][CH3:11])[CH:8]([OH:9])[C:26]#[C:25][C:21]2[CH:20]=[N:19][CH:24]=[CH:23][CH:22]=2)=[CH:4][CH:3]=1 |f:4.5.6|. Reported procedure: Freshly activated (dried in oven at 300° C.) powdered molecular sieves (20 g, 3 Å, <5 micron) were added to (2S)-2-(4-bromophenoxy)-1-butanol (5.24 g, Example 87b)) and pyridinium dichromate (12.07 g) in anhydrous dichloromethane (200 ml). This mixture was treated with anhydrous acetic acid (2 drops) and stirred under nitrogen for 2 hours. Celite® (10 g) was added to the reaction mixture which was stirred for 20 minutes. Isohexane (100 ml) was added to this and the mixture filtered. The filtrate... Starting materials: O=C([O-])[O-], BrCCc1ccccc1, CN(C)C=O, [I-], [K+], [K+], [K+], c1ccc2c(C3CCNCC3)nsc2c1, O. Product: Br, c1ccc(CCN2CCC(c3nsc4ccccc34)CC2)cc1. Reaction SMILES: [C:25](=[O:26])([O-:27])[O-:28].[CH2:16]([CH2:17][c:18]1[cH:19][cH:20][cH:21][cH:22][cH:23]1)[Br:24].[CH3:34][N:35]([CH3:36])[CH:37]=[O:38].[I-:32].[K+:29].[K+:30].[K+:31].[NH:1]1[CH2:2][CH2:3][CH:4]([c:7]2[n:8][s:9][c:10]3[c:11]2[cH:12][cH:13][cH:14][cH:15]3)[CH2:5][CH2:6]1.[OH2:33]>>[BrH:24].[N:1]1([CH2:16][CH2:17][c:18]2[cH:19][cH:20][cH:21][cH:22][cH:23]2)[CH2:2][CH2:3][CH:4]([c:7]2[n:8][s:9][c:10]3[c:11]2[cH:12][cH:13][cH:14][cH:15]3)[CH2:5][CH2:6]1. Reactants: OBO, Brc1ccccc1, FC(F)(F)c1cc(-c2ccc(Cl)cc2)nc(Cl)n1. Yields the product FC(F)(F)c1cc(-c2ccc(Cl)cc2)nc(-c2cccc(Br)c2)n1. Reaction SMILES: [BH:19]([OH:20])[OH:21].[Br:22][c:23]1[cH:24][cH:25][cH:26][cH:27][cH:28]1.[Cl:1][c:2]1[n:3][c:4]([C:15]([F:16])([F:17])[F:18])[cH:5][c:6](-[c:8]2[cH:9][cH:10][c:11]([Cl:14])[cH:12][cH:13]2)[n:7]1>>[c:2]1(-[c:27]2[cH:26][cH:25][cH:24][c:23]([Br:22])[cH:28]2)[n:3][c:4]([C:15]([F:16])([F:17])[F:18])[cH:5][c:6](-[c:8]2[cH:9][cH:10][c:11]([Cl:14])[cH:12][cH:13]2)[n:7]1. Reactants: COC(=O)[C@@H]1N(C[C@H](C1)O[Si](C1=CC=CC=C1)(C1=CC=CC=C1)C(C)(C)C)C(NC1=CC=C(C=C1)OCC(F)(F)F)=O ((2R,4S)-4-(tert-Butyl-diphenyl-silanyloxy)-1-[4-(2,2,2-trifluoro-ethoxy)-phenylcarbamoyl]-pyrrolidine-2-carboxylic acid methyl ester), [Li+].[BH4-] (LiBH4). The solvent is C1CCOC1 (THF). Conditions: time 2 hour. Product: FC(COC1=CC=C(C=C1)NC(=O)N1[C@H](C[C@@H](C1)O[Si](C1=CC=CC=C1)(C1=CC=CC=C1)C(C)(C)C)CO)(F)F ((2R,4S)-4-(tert-Butyl-diphenyl-silanyloxy)-2-hydroxymethyl-pyrrolidine-1-carboxylic acid [4-(2,2,2-trifluoro-ethoxy)-phenyl]-amide). The yield is 90.1%. RXN SMILES: C[O:2][C:3]([C@H:5]1[CH2:9][C@H:8]([O:10][Si:11]([C:24]([CH3:27])([CH3:26])[CH3:25])([C:18]2[CH:23]=[CH:22][CH:21]=[CH:20][CH:19]=2)[C:12]2[CH:17]=[CH:16][CH:15]=[CH:14][CH:13]=2)[CH2:7][N:6]1[C:28](=[O:42])[NH:29][C:30]1[CH:35]=[CH:34][C:33]([O:36][CH2:37][C:38]([F:41])([F:40])[F:39])=[CH:32][CH:31]=1)=O.[Li+].[BH4-]>C1COCC1>[F:41][C:38]([F:39])([F:40])[CH2:37][O:36][C:33]1[CH:32]=[CH:31][C:30]([NH:29][C:28]([N:6]2[CH2:7][C@@H:8]([O:10][Si:11]([C:24]([CH3:27])([CH3:25])[CH3:26])([C:18]3[CH:19]=[CH:20][CH:21]=[CH:22][CH:23]=3)[C:12]3[CH:17]=[CH:16][CH:15]=[CH:14][CH:13]=3)[CH2:9][C@@H:5]2[CH2:3][OH:2])=[O:42])=[CH:35][CH:34]=1 |f:1.2|. Procedure: To a solution of (2R,4S)-4-(tert-Butyl-diphenyl-silanyloxy)-1-[4-(2,2,2-trifluoro-ethoxy)-phenylcarbamoyl]-pyrrolidine-2-carboxylic acid methyl ester (5 g, 8.33 mmol) in THF (30 mL) was added LiBH4 (2M in THF, 6.25 mL) at 0° C. and stirred for 2 h. The mixture was quenched with AcOH at 0° C. and diluted with DCM. The organic layer was washed with sat NaHCO3 solution, dried over Na2SO4 and concentrated. The residue was purified through column chromatography over silica (elution with 40% ethyl ace... Reactants: COCCNC(=O)c1nc(NC2CCCCC2NC#N)c2cc(C)ccc2n1, CON, CCO, Cl, [Na+], [Na+], O=C([O-])[O-], O. The product is COCCNC(=O)c1nc(NC2CCCCC2NC(N)=NOC)c2cc(C)ccc2n1. As a reaction SMILES: [C:1](#[N:2])[NH:3][CH:4]1[CH:5]([NH:10][c:11]2[n:12][c:13]([C:22](=[O:23])[NH:24][CH2:25][CH2:26][O:27][CH3:28])[n:14][c:15]3[cH:16][cH:17][c:18]([CH3:21])[cH:19][c:20]23)[CH2:6][CH2:7][CH2:8][CH2:9]1.[CH3:30][O:31][NH2:32].[CH3:40][CH2:41][OH:42].[ClH:29].[Na+:33].[Na+:34].[O-:35][C:36](=[O:37])[O-:38].[OH2:39]>>[C:1]([NH2:2])([NH:3][CH:4]1[CH:5]([NH:10][c:11]2[n:12][c:13]([C:22](=[O:23])[NH:24][CH2:25][CH2:26][O:27][CH3:28])[n:14][c:15]3[cH:16][cH:17][c:18]([CH3:21])[cH:19][c:20]23)[CH2:6][CH2:7][CH2:8][CH2:9]1)=[N:32][O:31][CH3:30]. Yields the product N#Cc1cc(C(=O)NCc2cccc3[nH]ncc23)sc1C(=O)NC(CNC(=O)c1cc(O)cc(O)c1)C(=O)O. As a reaction SMILES: [CH2:45]1[O:46][CH2:47][CH2:48][CH2:49]1.[CH3:1][O:2][C:3]([CH:4]([CH2:5][NH:6][C:7]([c:8]1[cH:9][c:10]([OH:15])[cH:11][c:12]([OH:14])[cH:13]1)=[O:16])[NH:17][C:18](=[O:19])[c:20]1[s:21][c:22]([C:27]([NH:28][CH2:29][c:30]2[c:31]3[cH:32][n:33][nH:34][c:35]3[cH:36][cH:37][cH:38]2)=[O:39])[cH:23][c:24]1[C:25]#[N:26])=[O:40].[ClH:44].[Li+:43].[OH-:42].[OH2:41].[OH2:50]>>[O:2]=[C:3]([CH:4]([CH2:5][NH:6][C:7]([c:8]1[cH:9][c:10]([OH:15])[cH:11][c:12]([OH:14])[cH:13]1)=[O:16])[NH:17][C:18](=[O:19])[c:20]1[s:21][c:22]([C:27]([NH:28][CH2:29][c:30]2[c:31]3[cH:32][n:33][nH:34][c:35]3[cH:36][cH:37][cH:38]2)=[O:39])[cH:23][c:24]1[C:25]#[N:26])[OH:40]. Reactants: C1CCOC1, COC(=O)C(CNC(=O)c1cc(O)cc(O)c1)NC(=O)c1sc(C(=O)NCc2cccc3[nH]ncc23)cc1C#N, Cl, [Li+], [OH-], O, O.